Dataset: the Open Reaction Database (ORD), a public repository of structured organic reaction records. Task: describe an organic reaction: reactants, conditions, products, and yield Starting materials: ClC1=CC2=C(C(=N1)C)C(NN2C(C2=CC=CC=C2)(C2=CC=CC=C2)C2=CC=CC=C2)=O (6-chloro-4-methyl-1-trityl-1H-pyrazolo[4,3-c]pyridin-3(2H)-one), BrCCO (2-bromoethanol). The product is ClC1=CC2=C(C(=N1)C)C(=NN2C(C2=CC=CC=C2)(C2=CC=CC=C2)C2=CC=CC=C2)OCCO (2-((6-chloro-4-methyl-1-trityl-1H-pyrazolo[4,3-c]pyridin-3-yl)oxy)ethanol). Reaction SMILES: [Cl:1][C:2]1[N:7]=[C:6]([CH3:8])[C:5]2[C:9](=[O:31])[NH:10][N:11]([C:12]([C:25]3[CH:30]=[CH:29][CH:28]=[CH:27][CH:26]=3)([C:19]3[CH:24]=[CH:23][CH:22]=[CH:21][CH:20]=3)[C:13]3[CH:18]=[CH:17][CH:16]=[CH:15][CH:14]=3)[C:4]=2[CH:3]=1.Br[CH2:33][CH2:34][OH:35]>>[Cl:1][C:2]1[N:7]=[C:6]([CH3:8])[C:5]2[C:9]([O:31][CH2:33][CH2:34][OH:35])=[N:10][N:11]([C:12]([C:13]3[CH:18]=[CH:17][CH:16]=[CH:15][CH:14]=3)([C:19]3[CH:20]=[CH:21][CH:22]=[CH:23][CH:24]=3)[C:25]3[CH:26]=[CH:27][CH:28]=[CH:29][CH:30]=3)[C:4]=2[CH:3]=1. Procedure: In a manner similar to that previously described (e.g. Scheme 3/Step 1 and the synthesis of Intermediate 20B/Step 6), 6-chloro-4-methyl-1-trityl-1H-pyrazolo[4,3-c]pyridin-3(2H)-one (4B) was reacted with 2-bromoethanol (K2CO3, DMF. 2-bromoethanol. RT, 18 h) to provide 2-((6-chloro-4-methyl-1-trityl-1H-pyrazolo[4,3-c]pyridin-3-yl)oxy)ethanol (66B). MS: [M+H]+ m/z 470. Reactants: C=CCBr, COC(=O)C(Cc1ccc(OC)c(OCCc2ccccc2)c1)C(=O)OC, COCCOC, [H-], [Na+]. Product: C=CCC(Cc1ccc(OC)c(OCCc2ccccc2)c1)(C(=O)OC)C(=O)OC. RXN SMILES: [Br:30][CH2:31][CH:32]=[CH2:33].[CH3:1][O:2][c:3]1[c:4]([O:19][CH2:20][CH2:21][c:22]2[cH:23][cH:24][cH:25][cH:26][cH:27]2)[cH:5][c:6]([CH2:9][CH:10]([C:11](=[O:12])[O:13][CH3:14])[C:15](=[O:16])[O:17][CH3:18])[cH:7][cH:8]1.[CH3:34][O:35][CH2:36][CH2:37][O:38][CH3:39].[H-:28].[Na+:29]>>[CH3:1][O:2][c:3]1[c:4]([O:19][CH2:20][CH2:21][c:22]2[cH:23][cH:24][cH:25][cH:26][cH:27]2)[cH:5][c:6]([CH2:9][C:10]([C:11](=[O:12])[O:13][CH3:14])([C:15](=[O:16])[O:17][CH3:18])[CH2:33][CH:32]=[CH2:31])[cH:7][cH:8]1. Reactants: CCOCC (Ether), C1(CCC2=CC=CC=C12)=O (indanone), CS(=O)(=O)Cl (methanesulfonyl chloride), C([O-])([O-])=O.[K+].[K+] (potassium carbonate). Run in CC(=O)C (acetone). Yields the product CS(=O)(=O)OC1=CC=C2CC(C(C2=C1)=O)C (6-methanesulfonyloxy-2-methylindanone). RXN SMILES: [C:1]1(=[O:10])[C:9]2[C:4](=[CH:5][CH:6]=[CH:7]C=2)[CH2:3][CH2:2]1.[CH3:11][S:12](Cl)(=[O:14])=[O:13].C(=O)([O-])[O-].[K+].[K+].CC[O:24][CH2:25][CH3:26]>CC(C)=O>[CH3:11][S:12]([O:10][C:1]1[CH:9]=[C:26]2[C:4]([CH2:5][CH:6]([CH3:7])[C:25]2=[O:24])=[CH:3][CH:2]=1)(=[O:14])=[O:13] |f:2.3.4|. Procedure: A mixture of the indanone above (5.0 gm.), methanesulfonyl chloride (3.7 gm.) and potassium carbonate (5.0 gm.) in acetone (50 ml.) is refluxed for 24 hrs. Ether (100 ml.) is added and the ether layer washed with water (2 × 50 ml.), dried (MgSO4), filtered and evaporated to dryness to give the 6-methanesulfonyloxy-2-methylindanone (5.0 gm.) as a yellow oil. Reactants: OCC1=NN(C(=C1)C1=CC=CC=C1)C1=CC=C(C=C1)S(=O)(=O)N (4-[3-hydroxymethyl-5-phenyl-1H-pyrazol-1-yl]benzene Sulfonamide). The reagents and catalysts are O=[Mn]=O (MnO2). The solvent is C(C)(=O)OCC (ethyl acetate). Conditions: time 8 hour. Product: C(=O)C1=NN(C(=C1)C1=CC=CC=C1)C1=CC=C(C=C1)S(=O)(=O)N (4-[3-formyl-5-phenyl-1H-pyrazol-1-yl]benzenesulfonamide). RXN SMILES: [OH:1][CH2:2][C:3]1[CH:7]=[C:6]([C:8]2[CH:13]=[CH:12][CH:11]=[CH:10][CH:9]=2)[N:5]([C:14]2[CH:19]=[CH:18][C:17]([S:20]([NH2:23])(=[O:22])=[O:21])=[CH:16][CH:15]=2)[N:4]=1>C(OCC)(=O)C.O=[Mn]=O>[CH:2]([C:3]1[CH:7]=[C:6]([C:8]2[CH:9]=[CH:10][CH:11]=[CH:12][CH:13]=2)[N:5]([C:14]2[CH:19]=[CH:18][C:17]([S:20]([NH2:23])(=[O:22])=[O:21])=[CH:16][CH:15]=2)[N:4]=1)=[O:1]. Procedure details: To a solution of the alcohol prepared in Example 131, Step 3 (1.1 g, 3.3 mmol) in ethyl acetate (20 mL) was added MnO2 (5 g, 60 mmol) and the mixture stirred at room temperature overnight. The mixture was filtered through Celite and the solution was concentrated to provide the crude aldehyde. Starting materials: [BH3-]C#N, CCOc1cc(CN2CCC(NC(=O)c3cc(CO)cc(OC)c3)CC2)cc(OCC)c1F, CCOC(=O)c1cc(OCC)c(Cl)c(OCC)c1, CC(C)C[Al+]CC(C)C, CCN(C(C)C)C(C)C, CCO, CC(=O)O, CCOc1cc(C=O)cc(OCC)c1Cl, [H-], [Na+], O=[Mn]=O. The product is CCOc1cc(CN2CCC(NC(=O)c3cc(CO)cc(OC)c3)CC2)cc(OCC)c1Cl. As a reaction SMILES: [C:77]([BH3-:78])#[N:79].[CH2:1]([CH3:2])[O:3][c:4]1[cH:5][c:6]([CH2:7][N:8]2[CH2:9][CH2:10][CH:11]([NH:14][C:15]([c:16]3[cH:17][c:18]([CH2:24][OH:25])[cH:19][c:20]([O:22][CH3:23])[cH:21]3)=[O:26])[CH2:12][CH2:13]2)[cH:27][c:28]([O:31][CH2:32][CH3:33])[c:29]1[F:30].[CH2:49]([O:50][C:51](=[O:52])[c:53]1[cH:54][c:55]([O:56][CH2:57][CH3:58])[c:59]([Cl:60])[c:61]([O:62][CH2:63][CH3:64])[cH:65]1)[CH3:66].[CH2:68]([Al+:69][CH2:70][CH:71]([CH3:72])[CH3:73])[CH:74]([CH3:75])[CH3:76].[CH2:81]([N:82]([CH:83]([CH3:84])[CH3:85])[CH:86]([CH3:87])[CH3:88])[CH3:89].[CH3:90][CH2:91][OH:92].[CH3:96][C:97](=[O:98])[OH:99].[Cl:34][c:35]1[c:36]([O:37][CH2:38][CH3:39])[cH:40][c:41]([CH:42]=[O:43])[cH:44][c:45]1[O:46][CH2:47][CH3:48].[H-:67].[Na+:80].[O:93]=[Mn:94]=[O:95]>>[CH2:1]([CH3:2])[O:3][c:4]1[cH:5][c:6]([CH2:7][N:8]2[CH2:9][CH2:10][CH:11]([NH:14][C:15]([c:16]3[cH:17][c:18]([CH2:24][OH:25])[cH:19][c:20]([O:22][CH3:23])[cH:21]3)=[O:26])[CH2:12][CH2:13]2)[cH:27][c:28]([O:31][CH2:32][CH3:33])[c:29]1[Cl:34]. Reactants: N1(CCSCC1)C(=O)N1CC(CC(C1)C1=CC=C(C=C1)C(F)(F)F)C(=O)O (1-(Thiomorpholin-4-ylcarbonyl)-5-[4-(trifluoromethyl)phenyl]piperidine-3-carboxylic acid), C(C)OCCC(N)=NO (3-ethoxy-N′-hydroxypropanimidamide). Product: C(C)OCCC1=NOC(=N1)C1CN(CC(C1)C1=CC=C(C=C1)C(F)(F)F)C(=O)N1CCSCC1 ({3-[3-(2-Ethoxyethyl)-1,2,4-oxadiazol-5-yl]-5-[4-(trifluoromethyl)phenyl]piperidin-1-yl}-(thiomorpholin-4-yl)methanone). Reaction SMILES: [N:1]1([C:7]([N:9]2[CH2:14][CH:13]([C:15]3[CH:20]=[CH:19][C:18]([C:21]([F:24])([F:23])[F:22])=[CH:17][CH:16]=3)[CH2:12][CH:11]([C:25]([OH:27])=O)[CH2:10]2)=[O:8])[CH2:6][CH2:5][S:4][CH2:3][CH2:2]1.[CH2:28]([O:30][CH2:31][CH2:32][C:33](=[N:35]O)[NH2:34])[CH3:29]>>[CH2:28]([O:30][CH2:31][CH2:32][C:33]1[N:35]=[C:25]([CH:11]2[CH2:12][CH:13]([C:15]3[CH:20]=[CH:19][C:18]([C:21]([F:22])([F:23])[F:24])=[CH:17][CH:16]=3)[CH2:14][N:9]([C:7]([N:1]3[CH2:6][CH2:5][S:4][CH2:3][CH2:2]3)=[O:8])[CH2:10]2)[O:27][N:34]=1)[CH3:29]. Procedure: According to General Method 6A, 600 mg (1.491 mmol) of the compound from Example 16A and 320 mg (approx. 1.983 mmol) of 3-ethoxy-N′-hydroxypropanimidamide were reacted Yield: 343 mg (46% of theory)